From a dataset of the Open Reaction Database (ORD), a public repository of structured organic reaction records. describe an organic reaction: reactants, conditions, products, and yield Starting materials: C1(CCCC1)N1NC(=C2C1=NC(NC2=O)=S)CC (1-cyclopentyl-3-ethyl-6-(thioxo) pyrazolo[3,4-d]pyrimidin-4-one), CN(C)C=O (DMF), C(=O)([O-])[O-].[K+].[K+] (K2CO3), S(=O)(=O)(OC)OC (dimethyl sulfate). Solvent: O (water). Run at time 25 minute. Yields the product C1(CCCC1)N1NC(=C2C1=NC(=NC2=O)SC)CC (1-cyclopentyl-3-ethyl-6-(methylthio) pyrazolo[3,4-d]pyrimidin-4-one). Reaction SMILES: [CH:1]1([N:6]2[C:10]3=[N:11][C:12](=[S:16])[NH:13][C:14](=[O:15])[C:9]3=[C:8]([CH2:17][CH3:18])[NH:7]2)[CH2:5][CH2:4][CH2:3][CH2:2]1.[CH3:19]N(C=O)C.C([O-])([O-])=O.[K+].[K+].S(OC)(OC)(=O)=O>O>[CH:1]1([N:6]2[C:10]3=[N:11][C:12]([S:16][CH3:19])=[N:13][C:14](=[O:15])[C:9]3=[C:8]([CH2:17][CH3:18])[NH:7]2)[CH2:2][CH2:3][CH2:4][CH2:5]1 |f:2.3.4|. Procedure details: A mixture of 1-cyclopentyl-3-ethyl-6-(thioxo) pyrazolo[3,4-d]pyrimidin-4-one (5.2 g, 19.6 mmol), DMF (50 mL) and K2CO3 (2.76 g, 20 mmol) was stirred at ambient temperature for 25 minutes and then dimethyl sulfate (3.88 mL, 40 mmol) was added. The reaction mixture was stirred for 2 hours, then was poured into cold water. The product was collected by filtration, washed with water, recrystallized from cyclohexane/ether and dried at 70-75° C. in vacuo to afford 4.6 g of 1-cyclopentyl-3-ethyl-6-(meth... The reactants are Boc, 54A, N1C=CC2=CC=CC=C12 (indole), BrC=1C=CC=C2C=CNC12 (7-bromoindole), C(=O)(OC(C)(C)C)N1CCNCC1 (N-Boc piperazine), C(=O)(C(F)(F)F)O (TFA). The solvent is C(Cl)Cl (DCM). Yields the product N1(CCNCC1)C=1C=CC=C2C=CNC12 (7-(Piperazin-1-yl)indole). The yield is 54.0%. As a reaction SMILES: [NH:1]1[C:9]2[C:4](=[CH:5][CH:6]=[CH:7][CH:8]=2)[CH:3]=[CH:2]1.BrC1C=CC=C2C=1NC=C2.C([N:27]1[CH2:32][CH2:31][NH:30][CH2:29][CH2:28]1)(OC(C)(C)C)=O.C(O)(C(F)(F)F)=O>C(Cl)Cl>[N:27]1([C:8]2[CH:7]=[CH:6][CH:5]=[C:4]3[C:9]=2[NH:1][CH:2]=[CH:3]3)[CH2:32][CH2:31][NH:30][CH2:29][CH2:28]1. Reported procedure: The Boc protected indole (200 mg, 1.5 mmol) prepared from 7-bromoindole and N-Boc piperazine as described in Step 1 of Preparation 54A is dissolved in DCM (1 mL). TFA (1 mL) is added and the mixture is stirred at r.t. for about an hour. The mixture is then concentrated to oil, which is taken up in methanol and freebased via SCX purification to afford about 164 mg (54%) of the final compound. Starting materials: ClC(Cl)(Cl)Cl, OCC1CCCCN(Cc2ccccc2)C1, [Na+], [OH-], O, BrP(Br)Br. Product: BrCC1CCCCN(Cc2ccccc2)C1. As a reaction SMILES: [C:24]([Cl:25])([Cl:26])([Cl:27])[Cl:28].[CH2:1]([c:2]1[cH:3][cH:4][cH:5][cH:6][cH:7]1)[N:8]1[CH2:9][CH:10]([CH2:15][OH:16])[CH2:11][CH2:12][CH2:13][CH2:14]1.[Na+:23].[OH-:22].[OH2:21].[P:17]([Br:18])([Br:19])[Br:20]>>[CH2:1]([c:2]1[cH:3][cH:4][cH:5][cH:6][cH:7]1)[N:8]1[CH2:9][CH:10]([CH2:15][Br:18])[CH2:11][CH2:12][CH2:13][CH2:14]1. Starting materials: C(C1=CC=CC=C1)OC=1C=C2C(CCOC2=CC1)=O (6-benzyloxy-4-chromanone), Cl.CNC (dimethylamine hydrochloride), C=O (paraformaldehyde). The solvent is C(C)(=O)O (acetic acid). The product is C(C1=CC=CC=C1)OC=1C=C2C(C(COC2=CC1)=C)=O (6-Benzyloxy-3-methylene-4-chromanone). Reaction SMILES: [CH2:1]([O:8][C:9]1[CH:10]=[C:11]2[C:16](=[CH:17][CH:18]=1)[O:15][CH2:14][CH2:13][C:12]2=[O:19])[C:2]1[CH:7]=[CH:6][CH:5]=[CH:4][CH:3]=1.Cl.[CH3:21]NC.C=O>C(O)(=O)C>[CH2:1]([O:8][C:9]1[CH:10]=[C:11]2[C:16](=[CH:17][CH:18]=1)[O:15][CH2:14][C:13](=[CH2:21])[C:12]2=[O:19])[C:2]1[CH:3]=[CH:4][CH:5]=[CH:6][CH:7]=1 |f:1.2|. Procedure details: A solution of 9.2 g of 6-benzyloxy-4-chromanone, dimethylamine hydrochloride and 1.3 g of paraformaldehyde in 100 ml of acetic acid was heated on a steam bath for 5 hours. The volatiles were evaporated in vacuo and the residue was purified on silica gel, eluting with CH2Cl2, to give 3.7 g of product, Rf (CH2Cl2)=0.5. 1H-NMR(CDCl3)delta(ppm): 4.95 (s, 2H), 5.05 (s, 2H), 5.55 (s, 1H), 6.30 (s, 1H), 6.80-7.60 (m, 8H). Starting materials: C(C)OC(CC#N)=O.[Na] (sodium cyanoacetic acid ethyl ester), C(C)OC(C(Cl)C(C1=CC=C(C=C1)[N+](=O)[O-])=O)=O (4-nitrobenzoyl-chloroacetic acid ethyl ester), N#N (N2). The solvent is C1CCOC1 (THF). The product is C(C)OC(=O)C1=C(OC(=C1C(=O)OCC)C1=CC=C(C=C1)[N+](=O)[O-])N (2-amino-5-(4-nitrophenyl)furan-3,4-dicarboxylic acid diethylester). As a reaction SMILES: [CH2:1]([O:3][C:4](=[O:18])[CH:5]([C:7](=[O:17])[C:8]1[CH:13]=[CH:12][C:11]([N+:14]([O-:16])=[O:15])=[CH:10][CH:9]=1)Cl)[CH3:2].[CH2:19]([O:21][C:22](=[O:26])[CH2:23][C:24]#[N:25])[CH3:20].[Na].N#N>C1COCC1>[CH2:19]([O:21][C:22]([C:23]1[C:5]([C:4]([O:3][CH2:1][CH3:2])=[O:18])=[C:7]([C:8]2[CH:13]=[CH:12][C:11]([N+:14]([O-:16])=[O:15])=[CH:10][CH:9]=2)[O:17][C:24]=1[NH2:25])=[O:26])[CH3:20] |f:1.2,^1:26|. Reported procedure: 105 g (0.39 mols, 1 eq) of 4-nitrobenzoyl-chloroacetic acid ethyl ester are dissolved in 600 ml of THF. To this solution are added, on a water bath (T=35° C.), in portions, 49.4 g (0.37 mols) of finely ground sodium cyanoacetic acid ethyl ester (preparation: Chem, Ber. 1962, 95, 307-318.). It is stirred over night (under N2), fully concentrated by evaporation, and extracted with H2O and CH2Cl2. The combined CH2Cl2 phase is washed with H2O, and finally dried over MgSO4 and freed from solvent. Cry...